From a dataset of the Open Reaction Database (ORD), a public repository of structured organic reaction records. describe an organic reaction: reactants, conditions, products, and yield Starting materials: C(CCCCCCCCC)NCCCCCCCCCC (didecylamine), OO (hydrogen peroxide), OO (hydrogen peroxide). The reagents and catalysts are O.O.[O-][W](=O)(=O)[O-].[Na+].[Na+] (sodium tungstate dihydrate). Run in C(CC)O (n-propanol). Reaction conditions: temperature 40 celsius. Product: C(CCCCCCCCC)[N+](=CCCCCCCCCC)[O-] (N-Decyl-alpha-nonyl nitrone). RXN SMILES: [CH2:1]([NH:11][CH2:12][CH2:13][CH2:14][CH2:15][CH2:16][CH2:17][CH2:18][CH2:19][CH2:20][CH3:21])[CH2:2][CH2:3][CH2:4][CH2:5][CH2:6][CH2:7][CH2:8][CH2:9][CH3:10].[OH:22]O>C(O)CC.O.O.[O-][W]([O-])(=O)=O.[Na+].[Na+]>[CH2:12]([N+:11]([O-:22])=[CH:1][CH2:2][CH2:3][CH2:4][CH2:5][CH2:6][CH2:7][CH2:8][CH2:9][CH3:10])[CH2:13][CH2:14][CH2:15][CH2:16][CH2:17][CH2:18][CH2:19][CH2:20][CH3:21] |f:3.4.5.6.7|. Reported procedure: To a solution of 29.8 grams of didecylamine in 120 ml of n-propanol is added sequentially 1.6 grams of sodium tungstate dihydrate and 14.3 grams of a 50% aqueous hydrogen peroxide solution at 5°-10° C. The reaction mixture is allowed to warm up to 40° C. and is maintained at that temperature for 20 hours. An additional 7.2 grams of 50% aqueous hydrogen peroxide solution is added to the solution at 40° C. After further stirring for another day, the reaction mixture is concentrated under reduced p... The reactants are COC=1C=C2C(CC(C2=CC1OC)=O)(C)C (2,3-Dihydro-5,6-dimethoxy-3,3-dimethyl-1H-inden-1-one), 39B, CCOC(=O)CC#N (ethyl cyano acetate), N1CCCCC1 (piperidine), C(C1=CC=CC=C1)(=O)O (benzoic acid). Run in C1(=CC=CC=C1)C (toluene). Product: C(C)OC(C(=C1CC(C2=CC(=C(C=C12)OC)OC)(C)C)C#N)=O (Cyano-(2,3-dihydro-5,6-dimethoxy-3,3-dimethyl-1H-inden-1-ylidene)acetic Acid Ethyl Ester). Yield: 71.4%. Reaction SMILES: [CH3:1][O:2][C:3]1[CH:4]=[C:5]2[C:9](=[CH:10][C:11]=1[O:12][CH3:13])[C:8](=O)[CH2:7][C:6]2([CH3:16])[CH3:15].[CH3:17][CH2:18][O:19][C:20]([CH2:22][C:23]#[N:24])=[O:21].N1CCCCC1.C(O)(=O)C1C=CC=CC=1>C1(C)C=CC=CC=1>[CH2:18]([O:19][C:20](=[O:21])[C:22]([C:23]#[N:24])=[C:8]1[C:9]2[C:5](=[CH:4][C:3]([O:2][CH3:1])=[C:11]([O:12][CH3:13])[CH:10]=2)[C:6]([CH3:16])([CH3:15])[CH2:7]1)[CH3:17]. Procedure: 122 g (0.55 mol) of 2,3-Dihydro-5,6-dimethoxy-3,3-dimethyl-1H-inden-1-one (CAS N.[4136-26-9] for preparation see F. Camps, Z. Naturforsch., B : Anorg. Chem., Org. Chem. (1984), 39B (12), 1801-5), 63,3 g (0.56 mol) of ethyl cyano acetate, 12 g (0.14 mol of piperidine, 12 g (0.1 mol) of benzoic acid and 1000 ml toluene were mixed together and heated under reflux for 48 hours. The reaction mixture was cooled to room temperature, washed with diluted HCl, aqueous Na2CO3, and water and then dried (MgS... Starting materials: [BH4-], C1CCOC1, CC(=O)O, COc1cc2c(c(C)c1C)NCC1(CCC1)C2O, [Na+], O=C(O)C(F)(F)F. Yields the product COc1cc2c(c(C)c1C)NCC1(CCC1)C2. RXN SMILES: [BH4-:1].[CH2:32]1[O:33][CH2:34][CH2:35][CH2:36]1.[CH3:10][C:11](=[O:12])[OH:13].[CH3:14][O:15][c:16]1[cH:17][c:18]2[c:26]([c:27]([CH3:30])[c:28]1[CH3:29])[NH:25][CH2:24][C:20]1([CH:19]2[OH:31])[CH2:21][CH2:22][CH2:23]1.[Na+:2].[OH:3][C:4]([C:5]([F:6])([F:7])[F:8])=[O:9]>>[CH3:14][O:15][c:16]1[cH:17][c:18]2[c:26]([c:27]([CH3:30])[c:28]1[CH3:29])[NH:25][CH2:24][C:20]1([CH2:19]2)[CH2:21][CH2:22][CH2:23]1. Starting materials: COC=1C=C2C(=CC=NC2=CC1OC)OC=1C=C2C=CC=C(C2=CC1)N (6-(6,7-Dimethoxyquinolin-4-yloxy)naphthalen-1-amine), C1(=CC=CC=C1)S(=O)(=O)Cl (benzenesulfonylchloride). Run in N1=CC=CC=C1 (pyridine). Conditions: time 3 day. Product: COC=1C=C2C(=CC=NC2=CC1OC)OC=1C=C2C=CC=C(C2=CC1)NS(=O)(=O)C1=CC=CC=C1 (N-(6-((6,7-bis(methyloxy)-4-quinolinyl)oxy)-1-naphthalenyl)benzenesulfonamide). As a reaction SMILES: [CH3:1][O:2][C:3]1[CH:4]=[C:5]2[C:10](=[CH:11][C:12]=1[O:13][CH3:14])[N:9]=[CH:8][CH:7]=[C:6]2[O:15][C:16]1[CH:17]=[C:18]2[C:23](=[CH:24][CH:25]=1)[C:22]([NH2:26])=[CH:21][CH:20]=[CH:19]2.[C:27]1([S:33](Cl)(=[O:35])=[O:34])[CH:32]=[CH:31][CH:30]=[CH:29][CH:28]=1>N1C=CC=CC=1>[CH3:1][O:2][C:3]1[CH:4]=[C:5]2[C:10](=[CH:11][C:12]=1[O:13][CH3:14])[N:9]=[CH:8][CH:7]=[C:6]2[O:15][C:16]1[CH:17]=[C:18]2[C:23](=[CH:24][CH:25]=1)[C:22]([NH:26][S:33]([C:27]1[CH:32]=[CH:31][CH:30]=[CH:29][CH:28]=1)(=[O:35])=[O:34])=[CH:21][CH:20]=[CH:19]2. Procedure details: 6-(6,7-Dimethoxyquinolin-4-yloxy)naphthalen-1-amine (50 mg, 0.144 mmol) and benzenesulfonylchloride (25 mg, 0.144 mmol) were dissolved in pyridine (0.6 mL) then stirred at RT for 3 days. The reaction mixture was concentrated under vacuum. The crude material was purified by silica gel chromatography (2% to 4% MeOH in DCM) to give N-(6-((6,7-bis(methyloxy)-4-quinolinyl)oxy)-1-naphthalenyl)benzenesulfonamide as a tan solid. MS (ESI pos. ion) m/z: 487.1 (+H). Calc'd for C27H22N2O5S−486.55. The reactants are CCCOC(=O)CC(C)=O, C1CCNCC1, Cc1cc(=O)c2cccc(C=O)c2o1, CC(=O)O, ClCCl. Yields the product CCCOC(=O)C(=Cc1cccc2c(=O)cc(C)oc12)C(C)=O. Reaction SMILES: [C:15]([CH2:16][C:17](=[O:18])[CH3:19])(=[O:20])[O:21][CH2:22][CH2:23][CH3:24].[CH2:29]1[CH2:30][CH2:31][NH:32][CH2:33][CH2:34]1.[CH3:1][c:2]1[o:3][c:4]2[c:5]([CH:13]=[O:14])[cH:6][cH:7][cH:8][c:9]2[c:10](=[O:12])[cH:11]1.[CH3:25][C:26](=[O:27])[OH:28].[Cl:35][CH2:36][Cl:37]>>[CH3:1][c:2]1[o:3][c:4]2[c:5]([CH:13]=[C:16]([C:15](=[O:20])[O:21][CH2:22][CH2:23][CH3:24])[C:17](=[O:18])[CH3:19])[cH:6][cH:7][cH:8][c:9]2[c:10](=[O:12])[cH:11]1. As a reaction SMILES: [CH3:32][OH:33].[CH:1](=[CH:2][CH2:3][CH2:4][CH2:5][CH2:6][CH3:7])[CH:8]1[CH:9]2[CH2:10][CH:11]([OH:24])[CH:12]([CH2:14][CH2:15][CH2:16][CH2:17][CH2:18][CH2:19][C:20](=[O:21])[O:22][CH3:23])[CH:13]12.[ClH:31].[Na+:25].[Na+:26].[O-:27][C:28](=[O:29])[O-:30]>>[CH:1](=[CH:2][CH2:3][CH2:4][CH2:5][CH2:6][CH3:7])[CH:8]1[CH:9]2[CH2:10][CH:11]([OH:24])[CH:12]([CH2:14][CH2:15][CH2:16][CH2:17][CH2:18][CH2:19][C:20](=[O:21])[OH:22])[CH:13]12. Starting materials: CO, CCCCCC=CC1C2CC(O)C(CCCCCCC(=O)OC)C12, Cl, [Na+], [Na+], O=C([O-])[O-]. The product is CCCCCC=CC1C2CC(O)C(CCCCCCC(=O)O)C12.